Dataset: the Open Reaction Database (ORD), a public repository of structured organic reaction records. Task: describe an organic reaction: reactants, conditions, products, and yield Starting materials: crude product, N1CCNCCNCCNCC1 (1,4,7,10-tetraazacyclododecane), CN(P(N(C)C)N(C)C)C (hexamethylphosphorous triamide), product. Product: N12CCN3CCN(CCNCC1)P23 (1,4,7,10Tetraaza-13-phosphatricyclo[5.5.1.04,13 ]tridecane). RXN SMILES: [NH:1]1[CH2:12][CH2:11][NH:10][CH2:9][CH2:8][NH:7][CH2:6][CH2:5][NH:4][CH2:3][CH2:2]1.CN(C)[P:15](N(C)C)N(C)C>>[N:1]12[P:15]3[N:4]([CH2:5][CH2:6][N:7]3[CH2:8][CH2:9][NH:10][CH2:11][CH2:12]1)[CH2:3][CH2:2]2. Reported procedure: 1,4,7,10Tetraaza-13-phosphatricyclo[5.5.1.04,13 ]tridecane is prepared in the absence of a solvent by heating 5.0 g of 1,4,7,10-tetraazacyclododecane and 4.7 g of hexamethylphosphorous triamide together at about 75° C for between two and three hours and subliming the crude product at 75° C. at 0.4 mm. The yield is 5.3 g (92%) of product melting at 106°-108° C. The reactants are Cl, CC(C)(C)OC(=O)N1CCC(ONC(=O)Nc2ccc(F)cc2)CC1, C1COCCO1. Product: Cl, O=C(NOC1CCNCC1)Nc1ccc(F)cc1. RXN SMILES: [ClH:26].[F:1][c:2]1[cH:3][cH:4][c:5]([NH:8][C:9]([NH:10][O:11][CH:12]2[CH2:13][CH2:14][N:15]([C:18]([O:19][C:20]([CH3:21])([CH3:22])[CH3:23])=[O:24])[CH2:16][CH2:17]2)=[O:25])[cH:6][cH:7]1.[O:27]1[CH2:28][CH2:29][O:30][CH2:31][CH2:32]1>>[ClH:26].[F:1][c:2]1[cH:3][cH:4][c:5]([NH:8][C:9]([NH:10][O:11][CH:12]2[CH2:13][CH2:14][NH:15][CH2:16][CH2:17]2)=[O:25])[cH:6][cH:7]1. Starting materials: CC[SiH](CC)CC, COC(=O)c1c(F)c(OC)cc(O[Si](C)(C)C(C)(C)C(C)C)c1C=O, ClCCl, O=C(O)C(F)(F)F. The product is COC(=O)c1c(C)c(O[Si](C)(C)C(C)(C)C(C)C)cc(OC)c1F. Reaction SMILES: [CH2:26]([SiH:27]([CH2:28][CH3:29])[CH2:30][CH3:31])[CH3:32].[CH3:1][O:2][C:3]([c:4]1[c:5]([F:24])[c:6]([O:22][CH3:23])[cH:7][c:8]([O:12][Si:13]([C:14]([CH:15]([CH3:16])[CH3:17])([CH3:18])[CH3:19])([CH3:20])[CH3:21])[c:9]1[CH:10]=[O:11])=[O:25].[Cl:40][CH2:41][Cl:42].[OH:33][C:34]([C:35]([F:36])([F:37])[F:38])=[O:39]>>[CH3:1][O:2][C:3]([c:4]1[c:5]([F:24])[c:6]([O:22][CH3:23])[cH:7][c:8]([O:12][Si:13]([C:14]([CH:15]([CH3:16])[CH3:17])([CH3:18])[CH3:19])([CH3:20])[CH3:21])[c:9]1[CH3:10])=[O:25]. As a reaction SMILES: [Br:22][CH2:23][CH2:24][CH2:25][Cl:26].[C:16](=[O:17])([O-:18])[O-:19].[CH3:27][N:28]([CH3:29])[CH:30]=[O:31].[K+:20].[K+:21].[OH:1][c:2]1[cH:3][cH:4][c:5]([C:6](=[O:7])[c:8]2[cH:9][cH:10][cH:11][cH:12][cH:13]2)[cH:14][cH:15]1>>[O:1]([c:2]1[cH:3][cH:4][c:5]([C:6](=[O:7])[c:8]2[cH:9][cH:10][cH:11][cH:12][cH:13]2)[cH:14][cH:15]1)[CH2:23][CH2:24][CH2:25][Cl:26]. Product: O=C(c1ccccc1)c1ccc(OCCCCl)cc1. The reactants are ClCCCBr, O=C([O-])[O-], CN(C)C=O, [K+], [K+], O=C(c1ccccc1)c1ccc(O)cc1. Reactants: C1(=CC=CC=C1)NC1=CC=C(C=C1)NC(CC(C)C)C (N-phenyl-N'-(1,3-dimethylbutyl)-p-phenylenediamine), C(=S)(Cl)Cl (Thiophosgene), CO (Methanol), N1CCCC1 (Pyrrolidine), C(=O)([O-])[O-].[K+].[K+] (K2CO3). Solvent: C(Cl)(Cl)Cl (chloroform), C(Cl)(Cl)Cl (chloroform). The product is COC(N(C(CC(C)C)C)C1=CC=C(C=C1)NC1=CC=CC=C1)=S (N-(4-anilinophenyl)-N-(1,3-dimethyl-butyl)-thiocarbamate-O-methyl ester). As a reaction SMILES: [C:1]1([NH:7][C:8]2[CH:13]=[CH:12][C:11]([NH:14][CH:15]([CH3:20])[CH2:16][CH:17]([CH3:19])[CH3:18])=[CH:10][CH:9]=2)[CH:6]=[CH:5][CH:4]=[CH:3][CH:2]=1.N1CCCC1.[C:26]([O-])([O-])=[O:27].[K+].[K+].[C:32](Cl)(Cl)=[S:33].CO>C(Cl)(Cl)Cl>[CH3:26][O:27][C:32](=[S:33])[N:14]([C:11]1[CH:12]=[CH:13][C:8]([NH:7][C:1]2[CH:2]=[CH:3][CH:4]=[CH:5][CH:6]=2)=[CH:9][CH:10]=1)[CH:15]([CH3:20])[CH2:16][CH:17]([CH3:19])[CH3:18] |f:2.3.4|. Procedure: N-phenyl-N'-(1,3-dimethylbutyl)-p-phenylenediamine (26.8g, 0.10 mol) in 100 mL chloroform and 30g (0.22 mol) of K2CO3 as a saturated aqueous solution are placed in a 250 mL, 3-neck round bottom flask. Thiophosgene (11.5g: 0.10 mol) in 20 mL chloroform is added at such a rate sufficient to reach and maintain reflux conditions. Stirring is continued until the mixture returns to room temperature. Methanol (6.4g, 0.2 mol) is then added and the mixture refluxed for 4 hours. The organic layer is separ... Starting materials: CC(C)N(NC(=O)c1ccccc1)C(=O)COc1ccc(F)cc1Br, O=C([O-])[O-], COCCOC, OB(O)c1ccccc1F, [Na+], [Na+]. Product: CC(C)N(NC(=O)c1ccccc1)C(=O)COc1ccc(F)cc1-c1ccccc1F. RXN SMILES: [Br:1][c:2]1[c:3]([O:4][CH2:5][C:6](=[O:7])[N:8]([NH:9][C:10]([c:11]2[cH:12][cH:13][cH:14][cH:15][cH:16]2)=[O:17])[CH:18]([CH3:19])[CH3:20])[cH:21][cH:22][c:23]([F:25])[cH:24]1.[C:26](=[O:27])([O-:28])[O-:29].[CH3:42][O:43][CH2:44][CH2:45][O:46][CH3:47].[F:32][c:33]1[c:34]([B:39]([OH:40])[OH:41])[cH:35][cH:36][cH:37][cH:38]1.[Na+:30].[Na+:31]>>[c:2]1(-[c:34]2[c:33]([F:32])[cH:38][cH:37][cH:36][cH:35]2)[c:3]([O:4][CH2:5][C:6](=[O:7])[N:8]([NH:9][C:10]([c:11]2[cH:12][cH:13][cH:14][cH:15][cH:16]2)=[O:17])[CH:18]([CH3:19])[CH3:20])[cH:21][cH:22][c:23]([F:25])[cH:24]1. Reactants: CC(C)n1cnc2c(NCc3ccccc3)nc(F)nc21, CCCCO, CS(C)=O, CCN(C(C)C)C(C)C, CCC(N)C(O)C(C)(C)C. Yields the product CCC(Nc1nc(NCc2ccccc2)c2ncn(C(C)C)c2n1)C(O)C(C)(C)C. As a reaction SMILES: [CH2:1]([c:2]1[cH:3][cH:4][cH:5][cH:6][cH:7]1)[NH:8][c:9]1[c:10]2[n:11][cH:12][n:13]([CH:19]([CH3:20])[CH3:21])[c:14]2[n:15][c:16]([F:18])[n:17]1.[CH2:41]([OH:42])[CH2:43][CH2:44][CH3:45].[CH3:46][S:47]([CH3:48])=[O:49].[CH:22]([N:23]([CH2:24][CH3:25])[CH:26]([CH3:27])[CH3:28])([CH3:29])[CH3:30].[NH2:31][CH:32]([CH:33]([C:34]([CH3:35])([CH3:36])[CH3:37])[OH:38])[CH2:39][CH3:40]>>[CH2:1]([c:2]1[cH:3][cH:4][cH:5][cH:6][cH:7]1)[NH:8][c:9]1[c:10]2[n:11][cH:12][n:13]([CH:19]([CH3:20])[CH3:21])[c:14]2[n:15][c:16]([NH:31][CH:32]([CH:33]([C:34]([CH3:35])([CH3:36])[CH3:37])[OH:38])[CH2:39][CH3:40])[n:17]1. Reactants: N(CC(=O)NCC(=O)NCC(=O)N[C@@H](CCC(OC(C)(C)C)=O)C(=O)N[C@@H]([C@H](OC(C)(C)C)C)C(=O)N[C@@H]([C@H](OC(C)(C)C)C)C(=O)OC(C)(C)C)C(=O)OCC1=CC=CC=C1 (Z-Gly-Gly-Gly-Glu(OtBu)-Thr(tBu)-Thr(tBu)-OtBu). The reagents and catalysts are [C].[Pd] (palladium-carbon). Solvent: CO (methanol), [H][H] (hydrogen). The product is NCC(=O)NCC(=O)NCC(=O)N[C@@H](CCC(OC(C)(C)C)=O)C(=O)N[C@@H]([C@H](OC(C)(C)C)C)C(=O)N[C@@H]([C@H](OC(C)(C)C)C)C(=O)OC(C)(C)C (H-Gly-Gly-Gly-Glu(OtBu)-Thr(tBu)-Thr(tBu)-OtBu). As a reaction SMILES: [NH:1](C(OCC1C=CC=CC=1)=O)[CH2:2][C:3]([NH:5][CH2:6][C:7]([NH:9][CH2:10][C:11]([NH:13][C@H:14]([C:24]([NH:26][C@H:27]([C:35]([NH:37][C@H:38]([C:46]([O:48][C:49]([CH3:52])([CH3:51])[CH3:50])=[O:47])[C@@H:39]([CH3:45])[O:40][C:41]([CH3:44])([CH3:43])[CH3:42])=[O:36])[C@@H:28]([CH3:34])[O:29][C:30]([CH3:33])([CH3:32])[CH3:31])=[O:25])[CH2:15][CH2:16][C:17](=[O:23])[O:18][C:19]([CH3:22])([CH3:21])[CH3:20])=[O:12])=[O:8])=[O:4]>CO.[H][H].[C].[Pd]>[NH2:1][CH2:2][C:3]([NH:5][CH2:6][C:7]([NH:9][CH2:10][C:11]([NH:13][C@H:14]([C:24]([NH:26][C@H:27]([C:35]([NH:37][C@H:38]([C:46]([O:48][C:49]([CH3:50])([CH3:51])[CH3:52])=[O:47])[C@@H:39]([CH3:45])[O:40][C:41]([CH3:44])([CH3:43])[CH3:42])=[O:36])[C@@H:28]([CH3:34])[O:29][C:30]([CH3:31])([CH3:32])[CH3:33])=[O:25])[CH2:15][CH2:16][C:17](=[O:23])[O:18][C:19]([CH3:21])([CH3:22])[CH3:20])=[O:12])=[O:8])=[O:4] |f:3.4|. Procedure details: Z-Gly-Gly-Gly-Glu(OtBu)-Thr(tBu)-Thr(tBu)-OtBu (SEQ ID No. 12) (1.97 g, 2.24 mmol) obtained in Example 4-IV) was dissolved in methanol (60 ml). To the solution was added 10% palladium-carbon (120 mg), and the mixture was stirred for 2 hours in hydrogen streams at 20° C. under 1 atom. The catalyst was removed, then the solvent was distilled off to leave H-Gly-Gly-Gly-Glu(OtBu)-Thr(tBu)-Thr(tBu)-OtBu (SEQ ID No. 81) as a solid product. Starting materials: C[C@H]1OCCN(C1)C=1C=C(C(=NC1)N1CCOCC1)N ((R)-5-(2-methylmorpholino)-2-morpholinopyridin-3-amine), O1CCOCC1 (1,4-dioxane), CN1CCCC1=O (NMP), ClC1=C(C(=NC2=CC(=CC=C12)F)C1=NC=CC=C1)C (4-chloro-7-fluoro-3-methyl-2-(pyridin-2-yl)quinoline), Cl (hydrochloric acid). RXN SMILES: [CH3:1][C@@H:2]1[CH2:7][N:6]([C:8]2[CH:9]=[C:10]([NH2:20])[C:11]([N:14]3[CH2:19][CH2:18][O:17][CH2:16][CH2:15]3)=[N:12][CH:13]=2)[CH2:5][CH2:4][O:3]1.Cl[C:22]1[C:31]2[C:26](=[CH:27][C:28]([F:32])=[CH:29][CH:30]=2)[N:25]=[C:24]([C:33]2[CH:38]=[CH:37][CH:36]=[CH:35][N:34]=2)[C:23]=1[CH3:39].Cl.O1CCOCC1.CN1C(=O)CCC1>>[F:32][C:28]1[CH:27]=[C:26]2[C:31]([C:22]([NH:20][C:10]3[C:11]([N:14]4[CH2:15][CH2:16][O:17][CH2:18][CH2:19]4)=[N:12][CH:13]=[C:8]([N:6]4[CH2:5][CH2:4][O:3][C@H:2]([CH3:1])[CH2:7]4)[CH:9]=3)=[C:23]([CH3:39])[C:24]([C:33]3[CH:38]=[CH:37][CH:36]=[CH:35][N:34]=3)=[N:25]2)=[CH:30][CH:29]=1. Reaction conditions: temperature 165 celsius. Procedure: Prepared according to Procedure K, method 2 using (R)-5-(2-methylmorpholino)-2-morpholinopyridin-3-amine (68 mg, 0.25 mmol; described herein), 4-chloro-7-fluoro-3-methyl-2-(pyridin-2-yl)quinoline (67 mg, 0.25 mmol; described herein), 4.0M hydrochloric acid in 1,4-dioxane (60 μL, 0.25 mmol), and NMP (280 μL, 3.0 mmol), and heating in a microwave at 165° C. for 3 h. Purification afforded 7-fluoro-3-methyl-N-(5-((2R)-2-methyl-4-morpholinyl)-2-(4-morpholinyl)-3-pyridinyl)-2-(2-pyridinyl)-4-quinolina... The product is FC1=CC=C2C(=C(C(=NC2=C1)C1=NC=CC=C1)C)NC=1C(=NC=C(C1)N1C[C@H](OCC1)C)N1CCOCC1 (7-fluoro-3-methyl-N-(5-((2R)-2-methyl-4-morpholinyl)-2-(4-morpholinyl)-3-pyridinyl)-2-(2-pyridinyl)-4-quinolinamine). The reactants are ClC1=C(C=CC(=N1)NC(=O)C1(CC1)C1=CC2=C(OC(O2)(F)F)C=C1)C (N-(6-chloro-5-methylpyridin-2-yl)-1-(2,2-difluorobenzo[d][1,3]dioxol-5-yl)cyclopropanecarboxamide), COC1=NC=C(C=C1OC)B1OC(C(O1)(C)C)(C)C (2,3-dimethoxy-5-(4,4,5,5-tetramethyl-1,3,2-dioxaborolan-2-yl)pyridine), C([O-])([O-])=O.[Na+].[Na+] (sodium carbonate). Reagents/catalysts: C=1C=CC(=CC1)[P](C=2C=CC=CC2)(C=3C=CC=CC3)[Pd]([P](C=4C=CC=CC4)(C=5C=CC=CC5)C=6C=CC=CC6)([P](C=7C=CC=CC7)(C=8C=CC=CC8)C=9C=CC=CC9)[P](C=1C=CC=CC1)(C=1C=CC=CC1)C=1C=CC=CC1 (tetrakis(triphenylphosphine)palladium). Solvent: COCCOC (1,2-dimethoxyethane), C(C)(=O)OCC (ethyl acetate). The product is FC1(OC2=C(O1)C=CC(=C2)C2(CC2)C(=O)NC2=CC=C(C(=N2)C=2C=NC(=C(C2)OC)OC)C)F (1-(2,2-difluorobenzo[d][1,3]dioxol-5-yl)-N-(5′,6′-dimethoxy-3-methyl-2,3′-bipyridin-6-yl)cyclopropanecarboxamide). Isolated yield 54.3%. As a reaction SMILES: Cl[C:2]1[N:7]=[C:6]([NH:8][C:9]([C:11]2([C:14]3[CH:24]=[CH:23][C:17]4[O:18][C:19]([F:22])([F:21])[O:20][C:16]=4[CH:15]=3)[CH2:13][CH2:12]2)=[O:10])[CH:5]=[CH:4][C:3]=1[CH3:25].[CH3:26][O:27][C:28]1[C:33]([O:34][CH3:35])=[CH:32][C:31](B2OC(C)(C)C(C)(C)O2)=[CH:30][N:29]=1.C(=O)([O-])[O-].[Na+].[Na+]>COCCOC.C(OCC)(=O)C.C1C=CC([P]([Pd]([P](C2C=CC=CC=2)(C2C=CC=CC=2)C2C=CC=CC=2)([P](C2C=CC=CC=2)(C2C=CC=CC=2)C2C=CC=CC=2)[P](C2C=CC=CC=2)(C2C=CC=CC=2)C2C=CC=CC=2)(C2C=CC=CC=2)C2C=CC=CC=2)=CC=1>[F:21][C:19]1([F:22])[O:18][C:17]2[CH:23]=[CH:24][C:14]([C:11]3([C:9]([NH:8][C:6]4[N:7]=[C:2]([C:31]5[CH:30]=[N:29][C:28]([O:27][CH3:26])=[C:33]([O:34][CH3:35])[CH:32]=5)[C:3]([CH3:25])=[CH:4][CH:5]=4)=[O:10])[CH2:13][CH2:12]3)=[CH:15][C:16]=2[O:20]1 |f:2.3.4,^1:66,68,87,106|. Procedure details: To N-(6-chloro-5-methylpyridin-2-yl)-1-(2,2-difluorobenzo[d][1,3]dioxol-5-yl)cyclopropanecarboxamide (73 mg, 0.2 mmol) in 1,2-dimethoxyethane (2 mL) was added 2,3-dimethoxy-5-(4,4,5,5-tetramethyl-1,3,2-dioxaborolan-2-yl)pyridine (63 mg, 0.24 mmol), tetrakis(triphenylphosphine)palladium (0) (12 mg, 0.01 mmol), and 2 M sodium carbonate (0.20 mL, 0.4 mmol). The reaction mixture was irradiated in the microwave at 120° C. for twenty minutes. The reaction mixture was diluted with ethyl acetate (5 mL) ...